From a dataset of the Open Reaction Database (ORD), a public repository of structured organic reaction records. describe an organic reaction: reactants, conditions, products, and yield The product is CC(C(=O)NC=1C=C(C(=O)OC)C=CC1NCC1CCOCC1)(C)C (Methyl 3-[(2,2-dimethylpropanoyl)amino]-4-[(tetrahydro-2H-pyran-4-ylmethyl)amino]benzoate). The solvent is C(C)(=O)OCC (ethyl acetate). Reactants: NC=1C=C(C(=O)OC)C=CC1NCC1CCOCC1 (Methyl 3-amino-4-[(tetrahydro-2H-pyran-4-ylmethyl)amino]benzoate), C(C(C)(C)C)(=O)Cl (pivaloyl chloride). Conditions: time 14 hour. Procedure: To a solution of methyl 3-amino-4-[(tetrahydro-2H-pyran-4-ylmethyl)amino]benzoate (step B, 527 mg, 1.93 mmol) in ethyl acetate (16 mL) was added pivaloyl chloride (256 mg, 2.12 mmol) at room temperature. After stirring for 14 h at room temperature, the mixture was quenched with saturated sodium hydrogencarbonate aqueous solution. The mixture was extracted with dichloromethane. The combined organic layers were dried over magnesium sulfate and concentrated under reduced pressure to afford the titl... The yield is 67.7%. As a reaction SMILES: [NH2:1][C:2]1[CH:3]=[C:4]([CH:9]=[CH:10][C:11]=1[NH:12][CH2:13][CH:14]1[CH2:19][CH2:18][O:17][CH2:16][CH2:15]1)[C:5]([O:7][CH3:8])=[O:6].[C:20](Cl)(=[O:25])[C:21]([CH3:24])([CH3:23])[CH3:22]>C(OCC)(=O)C>[CH3:22][C:21]([CH3:24])([CH3:23])[C:20]([NH:1][C:2]1[CH:3]=[C:4]([CH:9]=[CH:10][C:11]=1[NH:12][CH2:13][CH:14]1[CH2:19][CH2:18][O:17][CH2:16][CH2:15]1)[C:5]([O:7][CH3:8])=[O:6])=[O:25]. The reactants are CCCCCC[Si](Cl)(Cl)Cl, CCCCCC, CC(C)CCBr, I, [Mg], C1CCOC1. The product is CCCCCC[Si](Cl)(Cl)CCC(C)C. As a reaction SMILES: [CH2:9]([CH2:10][CH2:11][CH2:12][CH2:13][CH3:14])[Si:15]([Cl:16])([Cl:17])[Cl:18].[CH3:24][CH2:25][CH2:26][CH2:27][CH2:28][CH3:29].[CH3:3][CH:4]([CH2:5][CH2:6][Br:7])[CH3:8].[I:2].[Mg:1].[O:19]1[CH2:20][CH2:21][CH2:22][CH2:23]1>>[CH3:3][CH:4]([CH2:5][CH2:6][Si:15]([CH2:9][CH2:10][CH2:11][CH2:12][CH2:13][CH3:14])([Cl:16])[Cl:17])[CH3:8]. Reported procedure: A 28% ammonia aqueous solution (125 mL) was added to an aqueous solution (50 mL) of (1S,3S,4S)-3-hydroxy-4-bromo-N,N-dimethylcyclohexanecarboxamide (21.84 g), and the obtained solution was then heated to 40° C., followed by stirring the reaction solution for 8 hours. Thereafter, the reaction solution was further stirred at room temperature for 6 hours. Thereafter, the reaction mixture was concentrated to 50 mL to obtain 14.33 g of the title compound (yield: 79%) in the form of an aqueous solutio... Product: N[C@@H]1C[C@H](CC[C@H]1O)C(=O)N(C)C ((1S,3R,4R)-3-Amino-4-hydroxy-N,N-dimethylcyclohexanecarboxamide), solution. RXN SMILES: [NH4+:1].[OH-:2].O[C@@H:4]1[C@@H:9](Br)[CH2:8][CH2:7][C@H:6]([C:11]([N:13]([CH3:15])[CH3:14])=[O:12])[CH2:5]1>>[NH2:1][C@H:4]1[C@H:9]([OH:2])[CH2:8][CH2:7][C@H:6]([C:11]([N:13]([CH3:15])[CH3:14])=[O:12])[CH2:5]1 |f:0.1|. Starting materials: [NH4+].[OH-] (ammonia aqueous), O[C@H]1C[C@H](CC[C@@H]1Br)C(=O)N(C)C ((1S,3S,4S)-3-hydroxy-4-bromo-N,N-dimethylcyclohexanecarboxamide). Reaction conditions: temperature 40 celsius, time 8 hour. Yield: 79.0%. Starting materials: C1=CC=CC=C1 (benzene), CN(C(NN)=S)C (4,4-dimethyl-3-thiosemicarbazide), ClC(C(=O)OCC)C(=O)C (ethyl 2-chloroacetoacetate). Solvent: C(C)O (ethanol). Product: Cl.CN(C1=NNC(=C1C(=O)OCC)C)C (3-Dimethylamino-5-methyl-1H-pyrazole-4-carboxylic acid, ethyl ester, hydrochloride). Isolated yield 98.7%. Reaction SMILES: [CH3:1][N:2]([CH3:7])[C:3](=S)[NH:4][NH2:5].[Cl:8][CH:9]([C:15]([CH3:17])=O)[C:10]([O:12][CH2:13][CH3:14])=[O:11].C1C=CC=CC=1>C(O)C>[ClH:8].[CH3:1][N:2]([CH3:7])[C:3]1[C:9]([C:10]([O:12][CH2:13][CH3:14])=[O:11])=[C:15]([CH3:17])[NH:5][N:4]=1 |f:4.5|. Procedure: A stirred slurry of 2.5 g (0.013 mole) of 4,4-dimethyl-3-thiosemicarbazide in 50 mL of absolute ethanol was treated with 2.1 g (0.013 mole) of ethyl 2-chloroacetoacetate added at a rapid rate under nitrogen atmosphere. The reaction mixture turned yellow immediately, cleared, became cloudy and finally became a clear orange solution within 5 minutes. The reaction mixture was stirred at ambient temperature for ~72 hr, heated to reflux, filtered hot, and concentrated in vacuo to give a yellow oil wh... Starting materials: CO (Methanol), [OH-].[Na+] (sodium hydroxide), C(C)(=O)N1C(N(CC1)C=1N=NC(=CC1)C(=O)N1CCN(CC1)C1=NC=C(C=C1C)C1CC1)=O (1-acetyl-3-{6-[4-(5-cyclopropyl-3-methylpyridin-2-yl)piperazine-1-carbonyl]pyridazin-3-yl}imidazolidin-2-one). The solvent is O (water). Reaction conditions: temperature 40 celsius, time 1 hour. The product is C1(CC1)C=1C=C(C(=NC1)N1CCN(CC1)C(=O)C1=CC=C(N=N1)N1C(NCC1)=O)C (1-{6-[4-(5-cyclopropyl-3-methylpyridin-2-yl)piperazine-1-carbonyl]pyridazin-3-yl}imidazolidin-2-one). RXN SMILES: CO.[OH-].[Na+].C([N:8]1[CH2:12][CH2:11][N:10]([C:13]2[N:14]=[N:15][C:16]([C:19]([N:21]3[CH2:26][CH2:25][N:24]([C:27]4[C:32]([CH3:33])=[CH:31][C:30]([CH:34]5[CH2:36][CH2:35]5)=[CH:29][N:28]=4)[CH2:23][CH2:22]3)=[O:20])=[CH:17][CH:18]=2)[C:9]1=[O:37])(=O)C>O>[CH:34]1([C:30]2[CH:31]=[C:32]([CH3:33])[C:27]([N:24]3[CH2:25][CH2:26][N:21]([C:19]([C:16]4[N:15]=[N:14][C:13]([N:10]5[CH2:11][CH2:12][NH:8][C:9]5=[O:37])=[CH:18][CH:17]=4)=[O:20])[CH2:22][CH2:23]3)=[N:28][CH:29]=2)[CH2:35][CH2:36]1 |f:1.2|. Procedure details: Using (6-chloropyridazin-3-yl)[4-(5-cyclopropyl-3-methylpyridin-2-yl)piperazin-1-yl]methanone (179 mg) described in Preparation Example 233 and 1-acetylimidazolidin-2-one (64 mg) and by the reaction and treatment in the same manner as in Example 511, 1-acetyl-3-{6-[4-(5-cyclopropyl-3-methylpyridin-2-yl)piperazine-1-carbonyl]pyridazin-3-yl}imidazolidin-2-one was obtained as a crude product (170 mg). Methanol (1.2 mL) and 1N aqueous sodium hydroxide solution (0.57 mL) were added to the obtained cr... The product is NC1=NC=2C=C(C=CC2C2=C1N=C(N2CC2CCOCC2)CC)CCC#N (3-[4-amino-2-ethyl-1-(tetrahydro-2H-pyran-4-ylmethyl)-1H-imidazo[4,5-c]quinolin-7-yl]propanenitrile). As a reaction SMILES: [NH2:1][C:2]1[C:11]2[N:12]=[C:13]([CH2:22][CH3:23])[N:14]([CH2:15][CH:16]3[CH2:21][CH2:20][O:19][CH2:18][CH2:17]3)[C:10]=2[C:9]2[CH:8]=[CH:7][C:6]([CH:24]=[CH:25][C:26]#[N:27])=[CH:5][C:4]=2[N:3]=1>[Pd].CO>[NH2:1][C:2]1[C:11]2[N:12]=[C:13]([CH2:22][CH3:23])[N:14]([CH2:15][CH:16]3[CH2:21][CH2:20][O:19][CH2:18][CH2:17]3)[C:10]=2[C:9]2[CH:8]=[CH:7][C:6]([CH2:24][CH2:25][C:26]#[N:27])=[CH:5][C:4]=2[N:3]=1. Procedure details: A glass Parr vessel was charged with 10% palladium on carbon (0.05 g), methanol (20 mL), and 3-[4-amino-2-ethyl-1-(tetrahydro-2H-pyran-4-ylmethyl)-1H-imidazo[4,5-c]quinolin-7-yl]prop-2-enenitrile (100 mg, 0.27 mmol). The vessel was evacuated and charged with hydrogen gas (40 psi, 2.8×105 Pa). The reaction was shaken at 50° C. for approximately 18 hours and then cooled to ambient temperature. The reaction mixture was sequentially filtered, concentrated under reduced pressure, and purified by chro... Reagents/catalysts: [Pd] (palladium on carbon). Reactants: NC1=NC=2C=C(C=CC2C2=C1N=C(N2CC2CCOCC2)CC)C=CC#N (3-[4-amino-2-ethyl-1-(tetrahydro-2H-pyran-4-ylmethyl)-1H-imidazo[4,5-c]quinolin-7-yl]prop-2-enenitrile). Reaction conditions: temperature 50 celsius, time 18 hour. The yield is 72.4%. Solvent: CO (methanol).